From a dataset of the Open Reaction Database (ORD), a public repository of structured organic reaction records. describe an organic reaction: reactants, conditions, products, and yield Reactants: C(CCCCCCCCCCCCCCCCC)(=O)O (stearic acid), O (water), Mg Al hydroxide carbonate, Mg Al hydroxide carbonate, Mg4Al2(OH)12CO3, O (water), [OH-].[Na+] (sodium hydroxide), O (water), [OH-].[Na+] (sodium hydroxide). Solvent: C(C)(C)O (isopropanol). Conditions: temperature 70 celsius, time 6 hour. Product: C(CCCCCCCCC(=O)O)(=O)O (sebacic acid). Reaction SMILES: [OH-:1].[Na+].[C:3]([OH:22])(=[O:21])[CH2:4][CH2:5][CH2:6][CH2:7][CH2:8][CH2:9][CH2:10][CH2:11][CH2:12]CCCCCCCC.[OH2:23]>C(O)(C)C>[C:12]([OH:23])(=[O:1])[CH2:11][CH2:10][CH2:9][CH2:8][CH2:7][CH2:6][CH2:5][CH2:4][C:3]([OH:22])=[O:21] |f:0.1|. Reported procedure: 10 g of Mg—Al hydroxide carbonate of the formula Mg4Al2(OH)12CO3 aq. (Pural MG 61 HT, Sasol, Germany) are dispersed by stirring in 100 ml of deionized water at 60° C. for 15 minutes. Then a solution of 1.5 g of sebacic acid in 50 ml of deionized water is prepared with the addition of sodium hydroxide to a pH of approximately 9 and is added to the Mg—Al hydroxide carbonate suspension. Subsequently a solution of 2 g of stearic acid in a mixture of 50 ml of deionized water and 50 ml of isopropanol ... Starting materials: ClC=1C=C(C=CC1)N1CCNCC1 (4-(3-chlorophenyl)piperazine), ICC([C@H]1[C@@H](C[C@H]2[C@@H]3CCC4=CC(C=C[C@]4(C)C3=CC[C@]12C)=O)C)=O (21-iodo-16αmethylpregna-1,4,9(11)-triene-3,20-dione). Yields the product ClC=1C=C(C=CC1)N1CCN(CC1)CC([C@H]1[C@@H](C[C@H]2[C@@H]3CCC4=CC(C=C[C@]4(C)C3=CC[C@]12C)=O)C)=O (21-[4-(3-Chlorophenyl)-1-piperazinyl]-16α-methylpregna-1,4,9(11)-triene-3,20-dione). RXN SMILES: [Cl:1][C:2]1[CH:3]=[C:4]([N:8]2[CH2:13][CH2:12][NH:11][CH2:10][CH2:9]2)[CH:5]=[CH:6][CH:7]=1.I[CH2:15][C:16](=[O:38])[C@@H:17]1[C@:34]2([CH3:35])[C@H:20]([C@H:21]3[C:31](=[CH:32][CH2:33]2)[C@:29]2([CH3:30])[C:24](=[CH:25][C:26](=[O:36])[CH:27]=[CH:28]2)[CH2:23][CH2:22]3)[CH2:19][C@H:18]1[CH3:37]>>[Cl:1][C:2]1[CH:3]=[C:4]([N:8]2[CH2:13][CH2:12][N:11]([CH2:15][C:16](=[O:38])[C@@H:17]3[C@:34]4([CH3:35])[C@H:20]([C@H:21]5[C:31](=[CH:32][CH2:33]4)[C@:29]4([CH3:30])[C:24](=[CH:25][C:26](=[O:36])[CH:27]=[CH:28]4)[CH2:23][CH2:22]5)[CH2:19][C@H:18]3[CH3:37])[CH2:10][CH2:9]2)[CH:5]=[CH:6][CH:7]=1. Reported procedure: Following the general procedure of EXAMPLES 1-6A, 7, 8, 11-19, 83, 126 and 139 and making non-critical variations but starting with 4-(3-chlorophenyl)piperazine (PREPARATION A-57) and 21-iodo-16αmethylpregna-1,4,9(11)-triene-3,20-dione (PREPARATION S-22), the title compound is obtained. The reactants are CC=1C(NC2=CC=NC=C2N1)=O (3-Methyl-1,4,6-triazanaphthalen-2(1H)-one), [H][H] (hydrogen), [H][H] (hydrogen). Reagents/catalysts: [Pd] (palladium), [Pd].[C] (Pd carbon). Run in CO (methanol). The product is CC1C(NC2=CC=NC=C2N1)=O ((3RS)-3-Methyl-3,4-dihydro-1,4,6-triazanaphthalen-2(1H)- one). Isolated yield 79.7%. Reaction SMILES: [CH3:1][C:2]1[C:3](=[O:12])[NH:4][C:5]2[C:10]([N:11]=1)=[CH:9][N:8]=[CH:7][CH:6]=2.[H][H]>CO.[Pd].[Pd].[C]>[CH3:1][CH:2]1[NH:11][C:10]2[C:5](=[CH:6][CH:7]=[N:8][CH:9]=2)[NH:4][C:3]1=[O:12] |f:4.5|. Procedure: 3-Methyl-1,4,6-triazanaphthalen-2(1H)-one (J. W. Clark-Lewis, R. P. Singh J. Chem. Soc. 1962, 3162) (3.1 g, 0.02 mol) was hydrogenated in 300 ml of methanol with palladium catalysis (10% Pd/carbon) under 1 atm of hydrogen. After hydrogen uptake ceased, the catalyst was filtered off with suction, the solvent was removed, and the residue was stirred with diethyl ether and filtered off with suction. 2.6 g (82%) of the desired product of melting point 230° C. (dec.) were obtained. The reactants are C(CCC)[Li] (n-butyllithium), 220.5g, ClP(C1=CC=CC=C1)C1=CC=CC=C1 (chlorodiphenylphosphine), 236g, BrC1=CC=C(C=C1)Br (p-dibromobenzene). The solvent is CCCCCC (hexane), O1CCCC1 (tetrahydrofuran). Reaction conditions: temperature -78 celsius, time 1 hour. The product is 100.5g, C1(=CC=CC=C1)P(C1=CC=C(C=C1)Br)C1=CC=CC=C1 (p-diphenylphosphinobromobenzene). RXN SMILES: C([Li])CCC.Br[C:7]1[CH:12]=[CH:11][C:10]([Br:13])=[CH:9][CH:8]=1.Cl[P:15]([C:22]1[CH:27]=[CH:26][CH:25]=[CH:24][CH:23]=1)[C:16]1[CH:21]=[CH:20][CH:19]=[CH:18][CH:17]=1>CCCCCC.O1CCCC1>[C:22]1([P:15]([C:16]2[CH:17]=[CH:18][CH:19]=[CH:20][CH:21]=2)[C:7]2[CH:12]=[CH:11][C:10]([Br:13])=[CH:9][CH:8]=2)[CH:23]=[CH:24][CH:25]=[CH:26][CH:27]=1. Procedure: To 1.0 mole of n-butyllithium in hexane at -78° C under an inert atmosphere is added dropwise and with efficient stirring 236g of p-dibromobenzene in dry tetrahydrofuran (total volume 500 ml). The resulting solution is stirred at -78° C for 1 hour, then treated dropwise at this temperature with 220.5g of chlorodiphenylphosphine. When this addition is complete, the mixture is allowed to warm to room temperature, then solvent is removed under vacuum. The residue is triturated with two 400-ml porti... Starting materials: CS(=O)(=O)Cl, CCN(C(C)C)C(C)C, ClCCl, O=C(CC1CCCC1)Nc1cnc2c(ccn2S(=O)(=O)c2ccccc2)c1NC1CCNCC1. Yields the product CS(=O)(=O)N1CCC(Nc2c(NC(=O)CC3CCCC3)cnc3c2ccn3S(=O)(=O)c2ccccc2)CC1. RXN SMILES: [CH3:10][S:11]([Cl:12])(=[O:13])=[O:14].[CH:1]([N:2]([CH:3]([CH3:4])[CH3:5])[CH2:6][CH3:7])([CH3:8])[CH3:9].[Cl:49][CH2:50][Cl:51].[c:15]1([S:21](=[O:22])(=[O:23])[n:24]2[cH:25][cH:26][c:27]3[c:28]2[n:29][cH:30][c:31]([NH:40][C:41]([CH2:42][CH:43]2[CH2:44][CH2:45][CH2:46][CH2:47]2)=[O:48])[c:32]3[NH:33][CH:34]2[CH2:35][CH2:36][NH:37][CH2:38][CH2:39]2)[cH:16][cH:17][cH:18][cH:19][cH:20]1>>[CH3:10][S:11](=[O:13])(=[O:14])[N:37]1[CH2:36][CH2:35][CH:34]([NH:33][c:32]2[c:27]3[cH:26][cH:25][n:24]([S:21]([c:15]4[cH:16][cH:17][cH:18][cH:19][cH:20]4)(=[O:22])=[O:23])[c:28]3[n:29][cH:30][c:31]2[NH:40][C:41]([CH2:42][CH:43]2[CH2:44][CH2:45][CH2:46][CH2:47]2)=[O:48])[CH2:39][CH2:38]1. Starting materials: C, CCOC(=O)C(CC(=O)OCc1ccccc1)(C(=O)OCC)n1cccc1, C1COCCO1, [Pd]. The product is CCOC(=O)C(CC(=O)O)(C(=O)OCC)n1cccc1. As a reaction SMILES: [C:34].[CH2:1]([CH3:2])[O:3][C:4]([C:5]([C:6](=[O:7])[O:8][CH2:9][CH3:10])([n:11]1[cH:12][cH:13][cH:14][cH:15]1)[CH2:16][C:17](=[O:18])[O:19][CH2:20][c:21]1[cH:22][cH:23][cH:24][cH:25][cH:26]1)=[O:27].[O:28]1[CH2:29][CH2:30][O:31][CH2:32][CH2:33]1.[Pd:35]>>[CH2:1]([CH3:2])[O:3][C:4]([C:5]([C:6](=[O:7])[O:8][CH2:9][CH3:10])([n:11]1[cH:12][cH:13][cH:14][cH:15]1)[CH2:16][C:17](=[O:18])[OH:19])=[O:27].